Dataset: the Open Reaction Database (ORD), a public repository of structured organic reaction records. Task: describe an organic reaction: reactants, conditions, products, and yield Reactants: [OH-].[Ca+2].[OH-] (calcium hydroxide), C(C(CCC)CCC)(=O)O (valproic acid). The solvent is CC(=O)C (acetone). Product: C(C(CCC)CCC)(=O)[O-].C(C(CCC)CCC)(=O)O.C(C(CCC)CCC)(=O)O.C(C(CCC)CCC)(=O)O.C(C(CCC)CCC)(=O)[O-].[Ca+2] (calcium pentavalproate). As a reaction SMILES: [OH-].[Ca+2:2].[OH-].[C:4]([OH:13])(=[O:12])[CH:5]([CH2:9][CH2:10][CH3:11])[CH2:6][CH2:7][CH3:8]>CC(C)=O>[C:4]([O-:13])(=[O:12])[CH:5]([CH2:9][CH2:10][CH3:11])[CH2:6][CH2:7][CH3:8].[C:4]([OH:13])(=[O:12])[CH:5]([CH2:9][CH2:10][CH3:11])[CH2:6][CH2:7][CH3:8].[C:4]([OH:13])(=[O:12])[CH:5]([CH2:9][CH2:10][CH3:11])[CH2:6][CH2:7][CH3:8].[C:4]([OH:13])(=[O:12])[CH:5]([CH2:9][CH2:10][CH3:11])[CH2:6][CH2:7][CH3:8].[C:4]([O-:13])(=[O:12])[CH:5]([CH2:9][CH2:10][CH3:11])[CH2:6][CH2:7][CH3:8].[Ca+2:2] |f:0.1.2,5.6.7.8.9.10|. Reported procedure: 29.6 g of pulverized calcium hydroxide were stirred in a solution of 288.4 g of valproic acid in 1300 ml of acetone and the mixture was refluxed for 2 hours.